This data is from the Open Reaction Database (ORD), a public repository of structured organic reaction records. The task is: describe an organic reaction: reactants, conditions, products, and yield Starting materials: 4-alkyl-5-chloro-2-alkyl-3(2H)pyridazinone, CC1=CC=C(CN)C=C1 (4-methylbenzylamine), C(C)C=1C(N(N=CC1Cl)C(C)(C)C)=O (4-ethyl-5-chloro-2-t-butyl-3(2H)pyridazinone), C(C1=CC=CC=C1)N (benzylamine). The product is C(C)C=1C(N(N=CC1NCC1=CC=C(C=C1)C)C(C)(C)C)=O (4-Ethyl-5-(4-methylbenzylamino)-2-t-butyl-3(2H)pyridazinone). Reaction SMILES: [CH2:1]([C:3]1[C:4](=[O:14])[N:5]([C:10]([CH3:13])([CH3:12])[CH3:11])[N:6]=[CH:7][C:8]=1Cl)[CH3:2].C(N)C1C=CC=CC=1.[CH3:23][C:24]1[CH:31]=[CH:30][C:27]([CH2:28][NH2:29])=[CH:26][CH:25]=1>>[CH2:1]([C:3]1[C:4](=[O:14])[N:5]([C:10]([CH3:13])([CH3:12])[CH3:11])[N:6]=[CH:7][C:8]=1[NH:29][CH2:28][C:27]1[CH:30]=[CH:31][C:24]([CH3:23])=[CH:25][CH:26]=1)[CH3:2]. Reported procedure: The compound as identified in Table 14 was prepared in the synthetic manner and after-treatment similar to those in Example 7 except that the 4-alkyl-5-chloro-2-alkyl-3(2H)pyridazinone with R1 and R2 as identified in Table 14 was used instead of the starting 4-ethyl-5-chloro-2-t-butyl-3(2H)pyridazinone used in Example 7, and the benzylamine derivative with R3, Y1, Y2 and Y3 as identified in Table 14 was used instead of the starting 4-methylbenzylamine. In the NMR data, only the characteristic ab...